This data is from the Open Reaction Database (ORD), a public repository of structured organic reaction records. The task is: describe an organic reaction: reactants, conditions, products, and yield The reactants are N1=C(C(=CC=C1)C(=O)O)C(=O)O (pyridinedicarboxylic acid), Cl.Cl.NC1=C(C=C(C(=C1)N)O)O (4,6-diamino-1,3-benzenediol dihydrochloride), Cl.Cl.NC1=C(C=C(C(=C1)N)O)O (4,6-diamino-1,3-benzenediol dihydrochloride), N1=C(C(=CC=C1)C(=O)[O-])C(=O)[O-].[Na+].[Na+] (disodium pyridinedicarboxylate). The solvent is [OH-].[Na+] (sodium hydroxide), O (water). Product: NC1=C(C=C(C(=C1)N)O)O.N1=C(C(=CC=C1)C(=O)[O-])C(=O)[O-] (4,6-diamino-1,3-benzenediol pyridinedicarboxylate). Reaction SMILES: Cl.Cl.[NH2:3][C:4]1[CH:9]=[C:8]([NH2:10])[C:7]([OH:11])=[CH:6][C:5]=1[OH:12].[N:13]1[CH:18]=[CH:17][CH:16]=[C:15]([C:19]([OH:21])=[O:20])[C:14]=1[C:22]([OH:24])=[O:23].N1C=CC=C(C([O-])=O)C=1C([O-])=O.[Na+].[Na+]>O.[OH-].[Na+]>[NH2:3][C:4]1[CH:9]=[C:8]([NH2:10])[C:7]([OH:11])=[CH:6][C:5]=1[OH:12].[N:13]1[CH:18]=[CH:17][CH:16]=[C:15]([C:19]([O-:21])=[O:20])[C:14]=1[C:22]([O-:24])=[O:23] |f:0.1.2,4.5.6,8.9,10.11|. Procedure: 7 parts by weight of 4,6-diamino-1,3-benzenediol dihydrochloride was dissolved in 33 parts by weight of water deaerated with nitrogen. 5.347 parts by weight of pyridinedicarboxylic acid was dissolved in 64 parts by weight of 1M sodium hydroxide solution and deaerated with nitrogen. The 4,6-diamino-1,3-benzenediol dihydrochloride solution was added dropwise to the disodium pyridinedicarboxylate solution over 10 minutes to form a white precipitate of 4,6-diamino-1,3-benzenediol/pyridinedicarboxyla...